From a dataset of the Open Reaction Database (ORD), a public repository of structured organic reaction records. describe an organic reaction: reactants, conditions, products, and yield Reactants: 1L, Cl (HCl), C(C1=CC=CC=C1)OC(=O)[C@@]1(N([C@@H](OC1)C(C)(C)C)C=O)CC1=CC(=CC=C1)C#N ((R)-2-tert-Butyl-(S)-4-(3-cyano-benzyl)-3-formyl-oxazolidine-4-carboxylic acid benzyl ester), CO (MeOH). Run in O (H2O). Reaction conditions: time 48 hour. The product is C(C1=CC=CC=C1)OC([C@@](CO)(CC1=CC(=CC=C1)C#N)N)=O ((S)-Amino-2-(3-cyano-benzyl)-3-hydroxy-propionic acid benzyl ester). Yield: 99.1%. RXN SMILES: [CH2:1]([O:8][C:9]([C@@:11]1([CH2:22][C:23]2[CH:28]=[CH:27][CH:26]=[C:25]([C:29]#[N:30])[CH:24]=2)[CH2:15][O:14][C@@H](C(C)(C)C)[N:12]1C=O)=[O:10])[C:2]1[CH:7]=[CH:6][CH:5]=[CH:4][CH:3]=1.CO.Cl>O>[CH2:1]([O:8][C:9](=[O:10])[C@:11]([NH2:12])([CH2:22][C:23]1[CH:28]=[CH:27][CH:26]=[C:25]([C:29]#[N:30])[CH:24]=1)[CH2:15][OH:14])[C:2]1[CH:3]=[CH:4][CH:5]=[CH:6][CH:7]=1. Procedure details: A 1L round bottom flask equipped with a reflux condenser and a Teflon-coated magnetic stirring bar was charged with compound 2 (30 g, 73.8 mmol) and MeOH (1 L). 6N HCl (45 mL) was added and the slightly cloudy reaction mixture was heated to a gentle reflux with stirring for 48 hours. The reaction mixture was cooled to ambient temperature and concentrated to dryness to give a white colorless solid, which was dissolved in H2O (300 mL) and extracted with CH2Cl2 (50 mL). The aqueous phase was concen...